Dataset: the Open Reaction Database (ORD), a public repository of structured organic reaction records. Task: describe an organic reaction: reactants, conditions, products, and yield The reactants are CCC(=O)Cl, CC1NC(=O)OC1(C)C, [Li]CCCC, C1CCOC1. Product: CCC(=O)N1C(=O)OC(C)(C)C1C. RXN SMILES: [C:15]([CH2:16][CH3:17])(=[O:18])[Cl:19].[CH3:1][CH:2]1[NH:3][C:4](=[O:9])[O:5][C:6]1([CH3:7])[CH3:8].[Li:10][CH2:11][CH2:12][CH2:13][CH3:14].[O:20]1[CH2:21][CH2:22][CH2:23][CH2:24]1>>[CH3:1][CH:2]1[N:3]([C:15]([CH2:16][CH3:17])=[O:18])[C:4](=[O:9])[O:5][C:6]1([CH3:7])[CH3:8]. The reactants are O=C1CCC(N2Cc3c(OCc4ccc(CBr)cc4)cccc3C2=O)C(=O)N1, CC#N, CCN(C(C)C)C(C)C, FC(F)(F)c1nc2n(n1)CCNC2. Product: O=C1CCC(N2Cc3c(OCc4ccc(CN5CCn6nc(C(F)(F)F)nc6C5)cc4)cccc3C2=O)C(=O)N1. Reaction SMILES: [Br:1][CH2:2][c:3]1[cH:4][cH:5][c:6]([CH2:7][O:8][c:9]2[c:10]3[c:14]([cH:15][cH:16][cH:17]2)[C:13](=[O:18])[N:12]([CH:19]2[C:20](=[O:26])[NH:21][C:22](=[O:25])[CH2:23][CH2:24]2)[CH2:11]3)[cH:27][cH:28]1.[CH3:42][C:43]#[N:44].[CH:45]([N:46]([CH2:47][CH3:48])[CH:49]([CH3:50])[CH3:51])([CH3:52])[CH3:53].[F:29][C:30]([c:31]1[n:32][n:33]2[c:34]([n:39]1)[CH2:35][NH:36][CH2:37][CH2:38]2)([F:40])[F:41]>>[CH2:2]([c:3]1[cH:4][cH:5][c:6]([CH2:7][O:8][c:9]2[c:10]3[c:14]([cH:15][cH:16][cH:17]2)[C:13](=[O:18])[N:12]([CH:19]2[C:20](=[O:26])[NH:21][C:22](=[O:25])[CH2:23][CH2:24]2)[CH2:11]3)[cH:27][cH:28]1)[N:36]1[CH2:35][c:34]2[n:33]([n:32][c:31]([C:30]([F:29])([F:40])[F:41])[n:39]2)[CH2:38][CH2:37]1.